From a dataset of the Open Reaction Database (ORD), a public repository of structured organic reaction records. describe an organic reaction: reactants, conditions, products, and yield The product is CC(=O)NC(C)(C)CS(=O)(=O)c1ccc2c(c1)nc(CC(C)(C)C)n2CC1CC1. Starting materials: CC(=O)OC(C)=O, CC(C)(C)Cc1nc2cc(S(=O)(=O)CC(C)(C)N)ccc2n1CC1CC1, ClCCl, c1ccncc1. As a reaction SMILES: [CH3:33][C:34](=[O:35])[O:36][C:37](=[O:38])[CH3:39].[CH:1]1([CH2:4][n:5]2[c:6]([CH2:22][C:23]([CH3:24])([CH3:25])[CH3:26])[n:7][c:8]3[c:9]2[cH:10][cH:11][c:12]([S:14](=[O:15])(=[O:16])[CH2:17][C:18]([CH3:19])([NH2:20])[CH3:21])[cH:13]3)[CH2:2][CH2:3]1.[Cl:40][CH2:41][Cl:42].[cH:27]1[cH:28][cH:29][n:30][cH:31][cH:32]1>>[CH:1]1([CH2:4][n:5]2[c:6]([CH2:22][C:23]([CH3:24])([CH3:25])[CH3:26])[n:7][c:8]3[c:9]2[cH:10][cH:11][c:12]([S:14](=[O:15])(=[O:16])[CH2:17][C:18]([CH3:19])([NH:20][C:34]([CH3:33])=[O:35])[CH3:21])[cH:13]3)[CH2:2][CH2:3]1. The reactants are C(C)OC1=C(C(=O)O)C=CC=C1 (2-ethoxybenzoic acid), ClN1C(CCC1=O)=O (N-chlorosuccinimide). Run in C(C)#N (acetonitrile), C(C)#N (acetonitrile). Reaction conditions: time 70 hour. The product is ClC=1C=CC(=C(C(=O)O)C1)OCC (5-chloro-2-ethoxybenzoic acid). Reaction SMILES: [CH2:1]([O:3][C:4]1[CH:12]=[CH:11][CH:10]=[CH:9][C:5]=1[C:6]([OH:8])=[O:7])[CH3:2].[Cl:13]N1C(=O)CCC1=O>C(#N)C>[Cl:13][C:10]1[CH:11]=[CH:12][C:4]([O:3][CH2:1][CH3:2])=[C:5]([CH:9]=1)[C:6]([OH:8])=[O:7]. Procedure details: To a solution of 2-ethoxybenzoic acid (4.4 g, 26.6 mmol) in 80 mL of acetonitrile at 0° C. was added N-chlorosuccinimide (3.7 g, 28 mmol) in 20 mL of acetonitrile dropwise over 30 minutes. The reaction mixture was warmed to ambient temperature and the mixture was allowed to stir for 70 hours. The mixture was quenched with 20 mL of H2O and the layers were separated. The aqueous layer was extracted with three 15 mL portions of CH2Cl2 and the combined organic extracts were dried over anhydrous Na2S... Reactants: C(=O)C=1N=C(SC1)C1CCN(CC1)C(=O)OC(C)(C)C (tert-Butyl 4-(4-formyl-1,3-thiazol-2-yl)piperidine-1-carboxylate), [I-].C1(=CC=CC=C1)[P+](CCC(C)C1=CC=CC=C1)(C1=CC=CC=C1)C1=CC=CC=C1 (triphenyl(3-phenylbutyl)phosphonium iodide). Yields the product C1(=CC=CC=C1)C(C\C=C/C=1N=C(SC1)C1CCN(CC1)C(=O)OC(C)(C)C)C (tert-Butyl 4-{4-[(1Z)-4-phenylpent-1-en-1-yl]-1,3-thiazol-2-yl}piperidine-1-carboxylate). As a reaction SMILES: [CH:1]([C:3]1[N:4]=[C:5]([CH:8]2[CH2:13][CH2:12][N:11]([C:14]([O:16][C:17]([CH3:20])([CH3:19])[CH3:18])=[O:15])[CH2:10][CH2:9]2)[S:6][CH:7]=1)=O.[I-].C1([P+](C2C=CC=CC=2)(C2C=CC=CC=2)[CH2:29][CH2:30][CH:31]([C:33]2[CH:38]=[CH:37][CH:36]=[CH:35][CH:34]=2)[CH3:32])C=CC=CC=1>>[C:33]1([CH:31]([CH3:32])[CH2:30]/[CH:29]=[CH:1]\[C:3]2[N:4]=[C:5]([CH:8]3[CH2:13][CH2:12][N:11]([C:14]([O:16][C:17]([CH3:20])([CH3:19])[CH3:18])=[O:15])[CH2:10][CH2:9]3)[S:6][CH:7]=2)[CH:38]=[CH:37][CH:36]=[CH:35][CH:34]=1 |f:1.2|. Reported procedure: tert-Butyl 4-(4-formyl-1,3-thiazol-2-yl)piperidine-1-carboxylate (1.00 g) is reacted with triphenyl(3-phenylbutyl)phosphonium iodide (3.53 g) and purified as described in IV-3. This gives tert-butyl 4-{4-[(1Z)-4-phenylpent-1-en-1-yl]-1,3-thiazol-2-yl}piperidine-1-carboxylate (1.23 g) in form of the Z isomer. Starting materials: CS(C)=O, N#Cc1ccc(Cl)nc1, [K+], [K+], O=C([O-])[O-], Cc1c(O)ccc2c1CCC2=O. The product is Cc1c(Oc2ccc(C#N)cn2)ccc2c1CCC2=O. As a reaction SMILES: [CH3:28][S:29]([CH3:30])=[O:31].[Cl:19][c:20]1[n:21][cH:22][c:23]([C:24]#[N:25])[cH:26][cH:27]1.[K+:1].[K+:2].[O-:3][C:4]([O-:5])=[O:6].[OH:7][c:8]1[c:9]([CH3:18])[c:10]2[c:14]([cH:15][cH:16]1)[C:13](=[O:17])[CH2:12][CH2:11]2>>[O:7]([c:8]1[c:9]([CH3:18])[c:10]2[c:14]([cH:15][cH:16]1)[C:13](=[O:17])[CH2:12][CH2:11]2)[c:20]1[n:21][cH:22][c:23]([C:24]#[N:25])[cH:26][cH:27]1. The reactants are C(C1=CC=CC=C1)N1C(C2=C(C=CC=C2CC1)F)C1=CC=C(C=C1)C(F)(F)F (2-benzyl-8-fluoro-1-(4-(trifluoromethyl)phenyl)-1,2,3,4-tetrahydro-isoquinoline). The reagents and catalysts are [OH-].[OH-].[Pd+2] (Pd(OH)2/C). Solvent: CCO (EtOH), CO (methanol). The product is FC=1C=CC=C2CCNC(C12)C1=CC=C(C=C1)C(F)(F)F (8-fluoro-1-(4-(trifluoromethyl)phenyl)-1,2,3,4-tetrahydroisoquinoline). Reaction SMILES: C([N:8]1[CH2:17][CH2:16][C:15]2[C:10](=[C:11]([F:18])[CH:12]=[CH:13][CH:14]=2)[CH:9]1[C:19]1[CH:24]=[CH:23][C:22]([C:25]([F:28])([F:27])[F:26])=[CH:21][CH:20]=1)C1C=CC=CC=1>CCO.CO.[OH-].[OH-].[Pd+2]>[F:18][C:11]1[CH:12]=[CH:13][CH:14]=[C:15]2[C:10]=1[CH:9]([C:19]1[CH:24]=[CH:23][C:22]([C:25]([F:28])([F:26])[F:27])=[CH:21][CH:20]=1)[NH:8][CH2:17][CH2:16]2 |f:3.4.5|. Procedure details: A solution of 2-benzyl-8-fluoro-1-(4-(trifluoromethyl)phenyl)-1,2,3,4-tetrahydro-isoquinoline (0.7 g, 2.1 mmol) in EtOH (20 mL) was stirred with 20% Pd(OH)2/C (0.20 g) under hydrogen atmosphere at 50 psi and at RT for 3 h. The reaction mixture was filtered through a celite pad and the filtrate was concentrated in vacuo. The residue was purified by preparative HPLC [gradient 10-90% MeCN (0.1% TFA)/H2O (0.1% TFA)] to give the pure product which was dissolved in methanol (10 mL) and neutralized by ...